From a dataset of the Open Reaction Database (ORD), a public repository of structured organic reaction records. describe an organic reaction: reactants, conditions, products, and yield Reactants: COCCO[Al+]OCCOC, Cc1ccccc1, [H-], [H-], C=C1CC2C(=O)N(C(C)c3ccccc3)CC2(N)C1, [Na+], [Na+], [OH-]. Yields the product C=C1CC2CN(C(C)c3ccccc3)CC2(N)C1. Reaction SMILES: [CH3:2][O:3][CH2:4][CH2:5][O:6][Al+:7][O:8][CH2:9][CH2:10][O:11][CH3:12].[CH3:36][c:37]1[cH:38][cH:39][cH:40][cH:41][cH:42]1.[H-:14].[H-:1].[NH2:15][C:16]12[CH2:17][N:18]([CH:26]([CH3:27])[c:28]3[cH:29][cH:30][cH:31][cH:32][cH:33]3)[C:19](=[O:25])[CH:20]1[CH2:21][C:22](=[CH2:24])[CH2:23]2.[Na+:13].[Na+:35].[OH-:34]>>[NH2:15][C:16]12[CH2:17][N:18]([CH:26]([CH3:27])[c:28]3[cH:29][cH:30][cH:31][cH:32][cH:33]3)[CH2:19][CH:20]1[CH2:21][C:22](=[CH2:24])[CH2:23]2. Reactants: C(#N)C1=CC=C(C=C1)NC(=O)C1C(C2(C(N1)CC(C)(C)C)C(NC1=CC(=CC=C12)Cl)=O)C1=CC(=CC(=C1)F)Cl (rac-(2′S,3′R,4′R,5′R)-6-chloro-4′-(3-chloro-5-fluoro-phenyl)-2′-(2,2-dimethyl-propyl)-2-oxo-1,2-dihydro-spiro[indole-3,3′-pyrrolidine]-5′-carboxylic acid (4-cyano-phenyl)-amide), OO (H2O2), [OH-].[Na+] (NaOH). Run in CS(=O)C (DMSO). Reaction conditions: temperature 10 celsius, time 1 hour. Product: C(N)(=O)C1=CC=C(C=C1)NC(=O)C1C(C2(C(N1)CC(C)(C)C)C(NC1=CC(=CC=C12)Cl)=O)C1=CC(=CC(=C1)F)Cl (rac-(2′S,3′R,4′S,5′R)-6-chloro-4′-(3-chloro-5-fluoro-phenyl)-2′-(2,2-dimethyl-propyl)-2-oxo-1,2-dihydro-spiro[indole-3,3′-pyrrolidine]-5′-carboxylic acid (4-carbamoyl-phenyl)-amide). Yield: 56.6%. Reaction SMILES: [C:1]([C:3]1[CH:8]=[CH:7][C:6]([NH:9][C:10]([CH:12]2[NH:16][CH:15]([CH2:17][C:18]([CH3:21])([CH3:20])[CH3:19])[C:14]3([C:29]4[C:24](=[CH:25][C:26]([Cl:30])=[CH:27][CH:28]=4)[NH:23][C:22]3=[O:31])[CH:13]2[C:32]2[CH:37]=[C:36]([F:38])[CH:35]=[C:34]([Cl:39])[CH:33]=2)=[O:11])=[CH:5][CH:4]=1)#[N:2].[OH:40]O.[OH-].[Na+]>CS(C)=O>[C:1]([C:3]1[CH:4]=[CH:5][C:6]([NH:9][C:10]([CH:12]2[NH:16][CH:15]([CH2:17][C:18]([CH3:21])([CH3:20])[CH3:19])[C:14]3([C:29]4[C:24](=[CH:25][C:26]([Cl:30])=[CH:27][CH:28]=4)[NH:23][C:22]3=[O:31])[CH:13]2[C:32]2[CH:37]=[C:36]([F:38])[CH:35]=[C:34]([Cl:39])[CH:33]=2)=[O:11])=[CH:7][CH:8]=1)(=[O:40])[NH2:2] |f:2.3|. Procedure details: To the solution of rac-(2′S,3′R,4′R,5′R)-6-chloro-4′-(3-chloro-5-fluoro-phenyl)-2′-(2,2-dimethyl-propyl)-2-oxo-1,2-dihydro-spiro[indole-3,3′-pyrrolidine]-5′-carboxylic acid (4-cyano-phenyl)-amide (0.12 g, 0.2 mmol) prepared in Example 88 in DMSO (1 mL) at 0° C. was added an aqueous solution (30% Aldrich) of H2O2 (0.36 g, 3.2 mmol), then aqueous solution (1N) of NaOH (1.1 mL, 1.1 mmol) was added dropwise. The reaction mixture was stirred at 10° C. for 1 h. The mixture was partitioned between ethy... Starting materials: CO, CC(=O)O, NNC(N)=S, O, CC(=NO)C(=O)c1ccc2c(c1)CCC(=O)N2C. The product is CC(=NO)C(=NNC(N)=S)c1ccc2c(c1)CCC(=O)N2C. Reaction SMILES: [CH3:24][OH:25].[CH3:27][C:28](=[O:29])[OH:30].[NH2:19][NH:20][C:21](=[S:22])[NH2:23].[OH2:26].[OH:1][N:2]=[C:3]([C:4](=[O:5])[c:6]1[cH:7][c:8]2[c:13]([cH:14][cH:15]1)[N:12]([CH3:16])[C:11](=[O:17])[CH2:10][CH2:9]2)[CH3:18]>>[OH:1][N:2]=[C:3]([C:4]([c:6]1[cH:7][c:8]2[c:13]([cH:14][cH:15]1)[N:12]([CH3:16])[C:11](=[O:17])[CH2:10][CH2:9]2)=[N:19][NH:20][C:21](=[S:22])[NH2:23])[CH3:18]. Starting materials: crude material, [NH4+].[OH-] (NH4OH), NC1=NC=CC(=C1N)C (2,3-diamino-4-picoline), COCC(=O)O (methoxyacetic acid). Run in CO (methanol). Reaction conditions: temperature 165 celsius. Yields the product COCC=1NC=2C(=NC=CC2C)N1 (2-Methoxymethyl-7-methylimidazo[4,5-b]pyridine), solid. Yield: 47.0%. RXN SMILES: [NH2:1][C:2]1[C:7]([NH2:8])=[C:6]([CH3:9])[CH:5]=[CH:4][N:3]=1.[CH3:10][O:11][CH2:12][C:13](O)=O.[NH4+].[OH-]>CO>[CH3:10][O:11][CH2:12][C:13]1[NH:8][C:7]2[C:2]([N:1]=1)=[N:3][CH:4]=[CH:5][C:6]=2[CH3:9] |f:2.3|. Reported procedure: A mixture of 2,3-diamino-4-picoline (0.1 g, 0.81 mmol) and methoxyacetic acid (0.16 ml, 2 mmol) was heated in a sealed tube at 165° C. for 24 hours. The reaction was cooled and neutralized with NH4OH. The crude material was dissolved in methanol (2 ml) and silica-gel (10 g) was added. The dried silica-gel was then loaded on a silica-gel flash-column and eluted initially with EtOAc and then with 2% methanol in EtOAc. The pure desired compound was obtained as a cream colored solid (0.067 g, 47%). The reactants are O=C=NC1CC1, O=CNc1ccccc1F. The product is O=CN(C(=O)NC1CC1)c1ccccc1F. RXN SMILES: [CH:1]1([N:4]=[C:5]=[O:6])[CH2:2][CH2:3]1.[F:7][c:8]1[c:9]([NH:14][CH:15]=[O:16])[cH:10][cH:11][cH:12][cH:13]1>>[CH:1]1([NH:4][C:5](=[O:6])[N:14]([c:9]2[c:8]([F:7])[cH:13][cH:12][cH:11][cH:10]2)[CH:15]=[O:16])[CH2:2][CH2:3]1.